describe an organic reaction: reactants, conditions, products, and yield From a dataset of the Open Reaction Database (ORD), a public repository of structured organic reaction records. Starting materials: FC(C(=O)O)(F)F (Trifluoroacetic acid), BrC1=C(CNC(CNC(=O)OC(C)(C)C)=O)C=C(C=C1)O[Si](C1=CC=CC=C1)(C1=CC=CC=C1)C(C)(C)C (N-[2-bromo-5-(tert-butyldiphenylsilyloxy)-benzyl] 2-(tert-butyloxycarbonylamino)acetamide). Solvent: C(Cl)Cl (methylene chloride). Conditions: time 1 hour. Yields the product BrC1=C(CNC(CN)=O)C=C(C=C1)O[Si](C1=CC=CC=C1)(C1=CC=CC=C1)C(C)(C)C (N-[2-bromo-5-(tert-butyldiphenylsilyloxy)-benzyl] 2-aminoacetamide). As a reaction SMILES: FC(F)(F)C(O)=O.[Br:8][C:9]1[CH:27]=[CH:26][C:25]([O:28][Si:29]([C:42]([CH3:45])([CH3:44])[CH3:43])([C:36]2[CH:41]=[CH:40][CH:39]=[CH:38][CH:37]=2)[C:30]2[CH:35]=[CH:34][CH:33]=[CH:32][CH:31]=2)=[CH:24][C:10]=1[CH2:11][NH:12][C:13](=[O:23])[CH2:14][NH:15]C(OC(C)(C)C)=O>C(Cl)Cl>[Br:8][C:9]1[CH:27]=[CH:26][C:25]([O:28][Si:29]([C:42]([CH3:45])([CH3:44])[CH3:43])([C:36]2[CH:41]=[CH:40][CH:39]=[CH:38][CH:37]=2)[C:30]2[CH:35]=[CH:34][CH:33]=[CH:32][CH:31]=2)=[CH:24][C:10]=1[CH2:11][NH:12][C:13](=[O:23])[CH2:14][NH2:15]. Procedure details: Trifluoroacetic acid is added to a solution of product from Step C in methylene chloride. After one hour at room temperature, the solution is evaporated, and the residue is partitioned between ethyl acetate and saturated aqueous sodium bicarbonate solution. The organic phase is washed with saturated NaCl, dried over magnesium sulfate, filtered and evaporated to provide the title compound. The reactants are C(C)(C)(C)C1=NN=C(S1)N=C=O (5-t-butyl-1,3,4-thiadiazol-2-yl isocyanate), dimethyl acetal, CNCC=O (2-methylaminoacetaldehyde). Solvent: C1=CC=CC=C1 (benzene), C1=CC=CC=C1 (benzene). Reaction conditions: time 5 minute. Yields the product dimethyl acetal, CN(C(=O)NC=1SC(=NN1)C(C)(C)C)CC=O (2-[1-methyl-3-(5-t-butyl-1,3,4-thiadiazol-2-yl)ureido]acetaldehyde). RXN SMILES: [C:1]([C:5]1[S:9][C:8]([N:10]=[C:11]=[O:12])=[N:7][N:6]=1)([CH3:4])([CH3:3])[CH3:2].[CH3:13][NH:14][CH2:15][CH:16]=[O:17]>C1C=CC=CC=1>[CH3:13][N:14]([CH2:15][CH:16]=[O:17])[C:11]([NH:10][C:8]1[S:9][C:5]([C:1]([CH3:4])([CH3:2])[CH3:3])=[N:6][N:7]=1)=[O:12]. Procedure details: A mixture of 5-t-butyl-1,3,4-thiadiazol-2-yl isocyanate dimer (6 grams), the dimethyl acetal of 2-methylaminoacetaldehyde (3.9 grams) and benzene (50 ml) was charged into a glass reaction flask equipped with a mechanical stirrer and reflux condenser. The reaction mixture was heated at reflux, with stirring for a period of about 5 minutes. After this time the reaction mixture was stripped of benzene to yield an oil which solidified upon standing. The resulting solid was then recrystallized from p... The reactants are CC(C)(C)OC(=O)NC1CCN(CCOS(C)(=O)=O)CC1, COc1ccc2nc(C)c(=O)[nH]c2c1, COc1ccc2ccc(=O)n(CCN3CCC(NC(=O)OC(C)(C)C)CC3)c2c1, CC(C)=O, CCOC(C)=O, [H-], [Na+]. Product: COc1ccc2nc(C)c(=O)n(CCN3CCC(NC(=O)OC(C)(C)C)CC3)c2c1. As a reaction SMILES: [CH3:17][S:18]([O:19][CH2:22][CH2:23][N:24]1[CH2:25][CH2:26][CH:27]([NH:30][C:31](=[O:32])[O:33][C:34]([CH3:35])([CH3:36])[CH3:37])[CH2:28][CH2:29]1)(=[O:20])=[O:21].[CH3:1][O:2][c:3]1[cH:4][cH:5][c:6]2[n:7][c:8]([CH3:14])[c:9](=[O:13])[nH:10][c:11]2[cH:12]1.[CH3:38][O:39][c:40]1[cH:41][c:42]2[c:43]([cH:44][cH:45][c:46](=[O:47])[n:48]2[CH2:49][CH2:50][N:51]2[CH2:52][CH2:53][CH:54]([NH:55][C:56](=[O:57])[O:58][C:59]([CH3:60])([CH3:61])[CH3:62])[CH2:63][CH2:64]2)[cH:65][cH:66]1.[CH3:67][C:68](=[O:69])[CH3:70].[CH3:71][CH2:72][O:73][C:74](=[O:75])[CH3:76].[H-:15].[Na+:16]>>[CH3:1][O:2][c:3]1[cH:4][cH:5][c:6]2[n:7][c:8]([CH3:14])[c:9](=[O:13])[n:10]([CH2:22][CH2:23][N:24]3[CH2:25][CH2:26][CH:27]([NH:30][C:31](=[O:32])[O:33][C:34]([CH3:35])([CH3:36])[CH3:37])[CH2:28][CH2:29]3)[c:11]2[cH:12]1. Starting materials: ClC1=CC=C(C(=O)CCP(OCC)(=O)C(OCC)OCC)C=C1 (ethyl 2-(4-chlorobenzoyl)ethyl(diethoxymethyl)phosphinate), C(C)(=O)[O-].[NH4+] (ammonium acetate), C(#N)[BH3-].[Na+] (sodium cyanoborohydride), Cl (hydrochloric acid). Run in CO (methanol). Conditions: time 3 day. Yields the product NC(CCP(OCC)(=O)C(OCC)OCC)C1=CC=C(C=C1)Cl (ethyl 3-amino-3-(4-chlorophenyl)propyl(diethoxymethyl)phosphinate). As a reaction SMILES: [Cl:1][C:2]1[CH:23]=[CH:22][C:5]([C:6]([CH2:8][CH2:9][P:10]([CH:15]([O:19][CH2:20][CH3:21])[O:16][CH2:17][CH3:18])(=[O:14])[O:11][CH2:12][CH3:13])=O)=[CH:4][CH:3]=1.C([O-])(=O)C.[NH4+].C([BH3-])#[N:30].[Na+].Cl>CO>[NH2:30][CH:6]([C:5]1[CH:22]=[CH:23][C:2]([Cl:1])=[CH:3][CH:4]=1)[CH2:8][CH2:9][P:10]([CH:15]([O:19][CH2:20][CH3:21])[O:16][CH2:17][CH3:18])(=[O:14])[O:11][CH2:12][CH3:13] |f:1.2,3.4|. Procedure details: To a solution of 25.4 g of ethyl 2-(4-chlorobenzoyl)ethyl(diethoxymethyl)phosphinate in 200 ml of methanol is added 52 g of ammonium acetate and 4.23 g of sodium cyanoborohydride. The mixture is stirred under an atmosphere of nitrogen at room temperature for a period of 3 days. The mixture is then acidified to pH 2 with the requisite amount of dilute hydrochloric acid and the methanol is evaporated under reduced pressure. The crude product is dissolved in 25 ml of water, washed twice with 20 ml ... Reactants: ClC(Cl)Cl, O=C(OO)c1cccc(Cl)c1, O=C1c2ccccc2C(=O)N1Cc1ccccn1. Product: O=C1c2ccccc2C(=O)[N+]1([O-])Cc1ccccn1. As a reaction SMILES: [CH:30]([Cl:31])([Cl:32])[Cl:33].[OH:19][O:20][C:21]([c:22]1[cH:23][c:24]([Cl:25])[cH:26][cH:27][cH:28]1)=[O:29].[n:1]1[c:2]([CH2:7][N:8]2[C:9](=[O:18])[c:10]3[cH:11][cH:12][cH:13][cH:14][c:15]3[C:16]2=[O:17])[cH:3][cH:4][cH:5][cH:6]1>>[n:1]1[c:2]([CH2:7][N+:8]2([O-:19])[C:9](=[O:18])[c:10]3[cH:11][cH:12][cH:13][cH:14][c:15]3[C:16]2=[O:17])[cH:3][cH:4][cH:5][cH:6]1. Starting materials: ClCC1=CC=CC2=CC=CC=C12 (1-chloromethylnaphthalene), Cl.CC(C#C/C=C/CNC)(C)C ((E)-N-(6,6-dimethyl-2-hepten-4-ynyl)methylamine hydrochloride), C([O-])([O-])=O.[K+].[K+] (potassium carbonate), C(C)(=O)OCC (ethyl acetate). Run in CS(=O)C (dimethyl sulfoxide). Run at time 16 hour. Yields the product Cl.CC(C#C/C=C/CN(CC1=CC=CC2=CC=CC=C12)C)(C)C ((E)-N-(6,6-Dimethyl-2-hepten-4-ynyl)-N-methyl-1-naphthalenemethanamine hydrochloride). Isolated yield 90.0%. As a reaction SMILES: [Cl:1][CH2:2][C:3]1[C:12]2[C:7](=[CH:8][CH:9]=[CH:10][CH:11]=2)[CH:6]=[CH:5][CH:4]=1.Cl.[CH3:14][C:15]([CH3:24])([CH3:23])[C:16]#[C:17]/[CH:18]=[CH:19]/[CH2:20][NH:21][CH3:22].C(=O)([O-])[O-].[K+].[K+].C(OCC)(=O)C>CS(C)=O>[ClH:1].[CH3:14][C:15]([CH3:24])([CH3:23])[C:16]#[C:17]/[CH:18]=[CH:19]/[CH2:20][N:21]([CH3:22])[CH2:2][C:3]1[C:12]2[C:7](=[CH:8][CH:9]=[CH:10][CH:11]=2)[CH:6]=[CH:5][CH:4]=1 |f:1.2,3.4.5,8.9|. Reported procedure: To a solution of 1.77 g (10 mmol) of 1-chloromethylnaphthalene in 10 ml of dimethyl sulfoxide were added 1.88 g (10 mmol) of (E)-N-(6,6-dimethyl-2-hepten-4-ynyl)methylamine hydrochloride and 1.66 g (12 mmol) of potassium carbonate under ice cooling. The mixture was stirred for 16 hours at room temperature, poured into 200 ml of ethyl acetate, washed with 100 ml×2 of water, a mixture of 80 ml of water and 10 ml of 2N hydrochloric acid, and 50 ml of saturated sodium chloride aqueous solution respe... The reactants are Cl.CC(C)(C1=CC(=CC=C1)[N+](=O)[O-])N (1-methyl-1-(3-nitro-phenyl)-ethylamine hydrochloride), C([O-])([O-])=O.[K+].[K+] (potassium carbonate), BrCC(C(C)C)=O (1-bromo-3-methyl-2-butanone). The solvent is CN(C)C=O (DMF), O (water). Run at time 3 hour. Product: CC(C(CNC(C)(C1=CC(=CC=C1)[N+](=O)[O-])C)=O)C (3-methyl-1-[1-methyl-1-(3-nitro-phenyl)-ethylamino]-butan-2-one). The yield is 87.8%. Reaction SMILES: Cl.[CH3:2][C:3]([NH2:14])([C:5]1[CH:10]=[CH:9][CH:8]=[C:7]([N+:11]([O-:13])=[O:12])[CH:6]=1)[CH3:4].C(=O)([O-])[O-].[K+].[K+].Br[CH2:22][C:23](=[O:27])[CH:24]([CH3:26])[CH3:25]>CN(C=O)C.O>[CH3:25][CH:24]([CH3:26])[C:23](=[O:27])[CH2:22][NH:14][C:3]([CH3:2])([C:5]1[CH:10]=[CH:9][CH:8]=[C:7]([N+:11]([O-:13])=[O:12])[CH:6]=1)[CH3:4] |f:0.1,2.3.4|. Procedure: To a solution of 1-methyl-1-(3-nitro-phenyl)-ethylamine hydrochloride (600 mg, 2.8 mmol) in DMF (8 mL) was added anhydrous potassium carbonate (1.5 g, 11 mmol) and 1-bromo-3-methyl-2-butanone (prepared according to Organic Syntheses, Collective Volume 6, page 193) (0.45 mL, 3.62 mmol). The mixture was stirred for 3 h then diluted with water and extracted twice with ethyl acetate. The combined organic phases were washed with water and brine, dried and concentrated to dryness under reduced pressur... The reactants are COc1cc(F)ccc1Br, [Li]CCCC, CCCCCC, CC(C)NC(C)C, [Cl-], O=Cc1cccc(F)c1, [NH4+], C1CCOC1. Yields the product COc1c(Br)ccc(F)c1C(O)c1cccc(F)c1. As a reaction SMILES: [Br:13][c:14]1[c:15]([O:21][CH3:22])[cH:16][c:17]([F:20])[cH:18][cH:19]1.[CH2:8]([Li:9])[CH2:10][CH2:11][CH3:12].[CH3:39][CH2:40][CH2:41][CH2:42][CH2:43][CH3:44].[CH:1]([NH:2][CH:3]([CH3:4])[CH3:5])([CH3:6])[CH3:7].[Cl-:32].[F:23][c:24]1[cH:25][c:26]([CH:27]=[O:28])[cH:29][cH:30][cH:31]1.[NH4+:33].[O:34]1[CH2:35][CH2:36][CH2:37][CH2:38]1>>[Br:13][c:14]1[c:15]([O:21][CH3:22])[c:16]([CH:27]([c:26]2[cH:25][c:24]([F:23])[cH:31][cH:30][cH:29]2)[OH:28])[c:17]([F:20])[cH:18][cH:19]1. Starting materials: CN(C(=O)c1ccc(Cl)cc1)C1CCNCC1c1ccc(Cl)c(Cl)c1, Cl, Nc1nccnc1C(=O)O. RXN SMILES: [Cl:2][c:3]1[cH:4][cH:5][c:6]([C:7](=[O:8])[N:9]([CH3:10])[CH:11]2[CH:12]([c:17]3[cH:18][c:19]([Cl:24])[c:20]([Cl:23])[cH:21][cH:22]3)[CH2:13][NH:14][CH2:15][CH2:16]2)[cH:25][cH:26]1.[ClH:1].[NH2:27][c:28]1[c:29]([C:34](=[O:35])[OH:36])[n:30][cH:31][cH:32][n:33]1>>[Cl:2][c:3]1[cH:4][cH:5][c:6]([C:7](=[O:8])[N:9]([CH3:10])[CH:11]2[CH:12]([c:17]3[cH:18][c:19]([Cl:24])[c:20]([Cl:23])[cH:21][cH:22]3)[CH2:13][N:14]([C:34]([c:29]3[c:28]([NH2:27])[n:33][cH:32][cH:31][n:30]3)=[O:35])[CH2:15][CH2:16]2)[cH:25][cH:26]1. The product is CN(C(=O)c1ccc(Cl)cc1)C1CCN(C(=O)c2nccnc2N)CC1c1ccc(Cl)c(Cl)c1.